Dataset: the Open Reaction Database (ORD), a public repository of structured organic reaction records. Task: describe an organic reaction: reactants, conditions, products, and yield The reactants are CCC(=O)C1=CC=C(C=C1)Br (4-bromopropio-phenone), [Li]CCCC (n-BuLi). The reagents and catalysts are [Br-].C[P+](C1=CC=CC=C1)(C1=CC=CC=C1)C1=CC=CC=C1 (methyltriphenylphosphonium bromide). The solvent is CCOCC (ether), CCOCC (ether). Conditions: time 4 hour. Product: BrC1=CC=C(C=C1)C(CC)=C (1-bromo-4-(1-methylenepropyl)-benzene). Isolated yield 32.9%. RXN SMILES: [Li][CH2:2]CCC.[CH3:6][CH2:7][C:8]([C:10]1[CH:15]=[CH:14][C:13]([Br:16])=[CH:12][CH:11]=1)=O>CCOCC.[Br-].C[P+](C1C=CC=CC=1)(C1C=CC=CC=1)C1C=CC=CC=1>[Br:16][C:13]1[CH:14]=[CH:15][C:10]([C:8](=[CH2:2])[CH2:7][CH3:6])=[CH:11][CH:12]=1 |f:3.4|. Procedure: To a solution of n-BuLi (2.79 ml, 1.6M solution in hexane, 4.46 mmol) in ether was added solid methyltriphenylphosphonium bromide (1.59 g, 4.46 mmol) in three portions. The mixture was stirred at rt for 4 h, and then a solution of 4-bromopropio-phenone (1.00 g, 4.69 mmol) in ether was added and the mixture was gently refluxed overnight. The mixture was filtered and the filtrate was washed with water and brine, dried (MgSO4), filtered and concentrated in vacuo to give a residue which was purified... Starting materials: CC(C)(C(F)=CCBr)c1ccc(Cl)cc1, O=C([O-])[O-], ClCCl, CCCCCC, Cc1ccccc1, CCO, CCOC(C)=O, OB(O)c1ccc(F)c(Oc2ccccc2)c1, [K+], [K+]. The product is CC(C)(C(F)=CCc1ccc(F)c(Oc2ccccc2)c1)c1ccc(Cl)cc1. Reaction SMILES: [Br:1][CH2:2][CH:3]=[C:4]([C:5]([CH3:6])([CH3:7])[c:8]1[cH:9][cH:10][c:11]([Cl:14])[cH:12][cH:13]1)[F:15].[C:16](=[O:17])([O-:18])[O-:19].[CH2:45]([Cl:46])[Cl:47].[CH3:39][CH2:40][CH2:41][CH2:42][CH2:43][CH3:44].[CH3:48][c:49]1[cH:50][cH:51][cH:52][cH:53][cH:54]1.[CH3:55][CH2:56][OH:57].[CH3:58][CH2:59][O:60][C:61](=[O:62])[CH3:63].[F:22][c:23]1[c:24]([O:32][c:33]2[cH:34][cH:35][cH:36][cH:37][cH:38]2)[cH:25][c:26]([B:29]([OH:30])[OH:31])[cH:27][cH:28]1.[K+:20].[K+:21]>>[CH2:2]([CH:3]=[C:4]([C:5]([CH3:6])([CH3:7])[c:8]1[cH:9][cH:10][c:11]([Cl:14])[cH:12][cH:13]1)[F:15])[c:26]1[cH:25][c:24]([O:32][c:33]2[cH:34][cH:35][cH:36][cH:37][cH:38]2)[c:23]([F:22])[cH:28][cH:27]1. Starting materials: O=C1N(CC(SCC1N1C(C=2C(C1=O)=CC=CC2)=O)C=2SC=CC2)CC(=O)OC(C)(C)C (t-butyl α-[5-oxo-6-phthalimido-2-(2-thienyl)perhydro-1,4-thiazepin-4-yl]acetate), CNN (methylhydrazine). The product is NC1C(N(CC(SC1)C=1SC=CC1)CC(=O)OC(C)(C)C)=O (t-Butyl α-[6-amino-5-oxo-2-(2-thienyl)perhydro-1,4-thiazepin-4-yl]acetate). Isolated yield 65.2%. As a reaction SMILES: [O:1]=[C:2]1[CH:8]([N:9]2C(=O)C3=CC=CC=C3C2=O)[CH2:7][S:6][CH:5]([C:20]2[S:21][CH:22]=[CH:23][CH:24]=2)[CH2:4][N:3]1[CH2:25][C:26]([O:28][C:29]([CH3:32])([CH3:31])[CH3:30])=[O:27].CNN>>[NH2:9][CH:8]1[CH2:7][S:6][CH:5]([C:20]2[S:21][CH:22]=[CH:23][CH:24]=2)[CH2:4][N:3]([CH2:25][C:26]([O:28][C:29]([CH3:31])([CH3:30])[CH3:32])=[O:27])[C:2]1=[O:1]. Procedure details: Following the procedure described in Example 42(g), 1.1 g of t-butyl α-[5-oxo-6-phthalimido-2-(2-thienyl)perhydro-1,4-thiazepin-4-yl]acetate [prepared as described in step (f) above] was dephthaloylized with methylhydrazine, to afford 0.52 g of the title compound as a crystalline powder, melting at 84°-86.5° C. The reactants are O=C([O-])O, COC(=O)c1c(-c2ccccc2)nn2ccc3c(c12)C(CCN)CC3, [Na+], O, O=S(=O)(O)O. Product: NCCC1CCc2ccn3nc(-c4ccccc4)cc3c21. As a reaction SMILES: [C:26](=[O:27])([O-:28])[OH:29].[NH2:1][CH2:2][CH2:3][CH:4]1[CH2:5][CH2:6][c:7]2[c:8]1[c:9]1[n:10]([cH:11][cH:12]2)[n:13][c:14](-[c:20]2[cH:21][cH:22][cH:23][cH:24][cH:25]2)[c:15]1[C:16]([O:17][CH3:18])=[O:19].[Na+:30].[OH2:36].[S:31](=[O:32])(=[O:33])([OH:34])[OH:35]>>[NH2:1][CH2:2][CH2:3][CH:4]1[CH2:5][CH2:6][c:7]2[c:8]1[c:9]1[n:10]([cH:11][cH:12]2)[n:13][c:14](-[c:20]2[cH:21][cH:22][cH:23][cH:24][cH:25]2)[cH:15]1. Procedure details: 4.1 g (13 mmol) of ethyl (6-methoxy-3-pyridinyl)-2-oxo-1,2-dihydro-1,8-naphthyridine-3-carboxylate was dissolved in 1,4-dioxane (60 mL), and 2.6 g (19 mmol) of potassium carbonate and 100 mL of water were added thereto at room temperature. The resulting mixture was stirred for 3 hours at 60° C. The solvent was distilled off under reduced pressure from the reaction mixture, and the residue was dissolved in water and washed with chloroform. Concentrated hydrochloric acid was added to the aqueous p... Run in O1CCOCC1 (1,4-dioxane). The product is COC1=CC=C(C=N1)N1C(C(=CC2=CC=CN=C12)C(=O)O)=O (1-(6-methoxy-3-pyridinyl)-2-oxo-1,2-dihydro-1,8-naphthyridine-3-carboxylic acid), crystals. The yield is 39.0%. Reaction SMILES: [CH3:1][O:2][C:3]1[N:8]=[CH:7][C:6]([N:9]2[C:18]3[C:13](=[CH:14][CH:15]=[CH:16][N:17]=3)[CH:12]=[C:11]([C:19]([O:21]CC)=[O:20])[C:10]2=[O:24])=[CH:5][CH:4]=1.C(=O)([O-])[O-].[K+].[K+].O>O1CCOCC1>[CH3:1][O:2][C:3]1[N:8]=[CH:7][C:6]([N:9]2[C:18]3[C:13](=[CH:14][CH:15]=[CH:16][N:17]=3)[CH:12]=[C:11]([C:19]([OH:21])=[O:20])[C:10]2=[O:24])=[CH:5][CH:4]=1 |f:1.2.3|. Starting materials: COC1=CC=C(C=N1)N1C(C(=CC2=CC=CN=C12)C(=O)OCC)=O (ethyl (6-methoxy-3-pyridinyl)-2-oxo-1,2-dihydro-1,8-naphthyridine-3-carboxylate), C([O-])([O-])=O.[K+].[K+] (potassium carbonate), O (water). Conditions: temperature 60 celsius, time 3 hour. Starting materials: COC(=O)CC#N, COc1cc(C=CC=O)cc(OC)c1O. Yields the product COC(=O)C(C#N)=CC=Cc1cc(OC)c(O)c(OC)c1. RXN SMILES: [CH3:16][O:17][C:18](=[O:19])[CH2:20][C:21]#[N:22].[CH3:1][O:2][c:3]1[cH:4][c:5]([CH:6]=[CH:7][CH:8]=[O:9])[cH:10][c:11]([O:14][CH3:15])[c:12]1[OH:13]>>[CH3:1][O:2][c:3]1[cH:4][c:5]([CH:6]=[CH:7][CH:8]=[C:20]([C:18]([O:17][CH3:16])=[O:19])[C:21]#[N:22])[cH:10][c:11]([O:14][CH3:15])[c:12]1[OH:13].